From a dataset of the Open Reaction Database (ORD), a public repository of structured organic reaction records. describe an organic reaction: reactants, conditions, products, and yield Starting materials: crude product, C(C1=CC=CC=C1)Br (benzyl bromide), C(=O)([O-])[O-].[K+].[K+] (K2CO3), O1CCCC(=C1)C(=O)O (3,4-dihydro-2H-pyran-5-carboxylic acid). The reagents and catalysts are [Pd] (Pd/C). Solvent: C(C)#N (acetonitrile), CO (MeOH). Run at temperature 40 celsius, time 10 hour. Yields the product O1C[C@H](CCC1)C(=O)OCC1=CC=CC=C1 ((S)-benzyl tetrahydro-2H-pyran-3-carboxylate). Isolated yield 58.6%. Reaction SMILES: [O:1]1[CH:6]=[C:5]([C:7]([OH:9])=[O:8])[CH2:4][CH2:3][CH2:2]1.[CH2:10](Br)[C:11]1[CH:16]=[CH:15][CH:14]=[CH:13][CH:12]=1.C([O-])([O-])=O.[K+].[K+]>CO.C(#N)C.[Pd]>[O:1]1[CH2:2][CH2:3][CH2:4][C@H:5]([C:7]([O:9][CH2:10][C:11]2[CH:16]=[CH:15][CH:14]=[CH:13][CH:12]=2)=[O:8])[CH2:6]1 |f:2.3.4|. Procedure: Pd/C (10%, 3 g) was added to a solution of 3,4-dihydro-2H-pyran-5-carboxylic acid (7.0 g, 55 mmol) in MeOH (100 mL). The suspension was stirred under hydrogen atmosphere (100 psi) at 40° C. for 10 h. The catalyst was filtered off and washed with MeOH (50 mL). The filtrate and washings were combined and concentrated to dryness to afford crude product. The crude product was dissolved in acetonitrile (200 mL) and benzyl bromide (9.9 g, 58 mmol) and K2CO3 (19.0 g, 138 mmol) were added. The resulting...